The task is: describe an organic reaction: reactants, conditions, products, and yield. This data is from the Open Reaction Database (ORD), a public repository of structured organic reaction records. Starting materials: CS(=O)(=O)Cl, Nc1ccc(-c2ccc(S(=O)(=O)N3C(C(=O)O)CC4CCCC43)cc2)cc1, CN(C)C=O, c1ccncc1. The product is CS(=O)(=O)Nc1ccc(-c2ccc(S(=O)(=O)N3C(C(=O)O)CC4CCCC43)cc2)cc1. RXN SMILES: [CH3:34][S:35]([Cl:36])(=[O:37])=[O:38].[NH2:1][c:2]1[cH:3][cH:4][c:5](-[c:8]2[cH:9][cH:10][c:11]([S:14](=[O:15])(=[O:16])[N:17]3[CH:18]4[CH:19]([CH2:20][CH:21]3[C:22](=[O:23])[OH:24])[CH2:25][CH2:26][CH2:27]4)[cH:12][cH:13]2)[cH:6][cH:7]1.[O:39]=[CH:40][N:41]([CH3:42])[CH3:43].[cH:28]1[cH:29][cH:30][n:31][cH:32][cH:33]1>>[NH:1]([c:2]1[cH:3][cH:4][c:5](-[c:8]2[cH:9][cH:10][c:11]([S:14](=[O:15])(=[O:16])[N:17]3[CH:18]4[CH:19]([CH2:20][CH:21]3[C:22](=[O:23])[OH:24])[CH2:25][CH2:26][CH2:27]4)[cH:12][cH:13]2)[cH:6][cH:7]1)[S:35]([CH3:34])(=[O:37])=[O:38].